This data is from the Open Reaction Database (ORD), a public repository of structured organic reaction records. The task is: describe an organic reaction: reactants, conditions, products, and yield Procedure: To a solution of 3,6-dimethyl-pyrazin-2-ylamine (5 g, 40.65 mmol) in dioxane (150 ml) was added ethoxycarbonyl isothiocyanate (4.75 ml, 40.65 mmol) at 25° C., and the reaction mixture was stirred for 18 hours at 25° C. Volatiles were removed in vacuo. The resultant residue was dissolved in ethyl acetate, washed with water twice, and brine, dried over anhydrous sodium sulfate, filtered, and evaporated affording ethyl-N-[(3,6-dimethylpyrazin-2-yl)carbamothioyl]carbamate (10 g, 96.73%) as a light y... Isolated yield 96.7%. Solvent: O1CCOCC1 (dioxane). Yields the product C(C)OC(NC(NC1=NC(=CN=C1C)C)=S)=O (ethyl-N-[(3,6-dimethylpyrazin-2-yl)carbamothioyl]carbamate). Run at temperature 25 celsius, time 18 hour. As a reaction SMILES: [CH3:1][C:2]1[C:3]([NH2:9])=[N:4][C:5]([CH3:8])=[CH:6][N:7]=1.[CH2:10]([O:12][C:13]([N:15]=[C:16]=[S:17])=[O:14])[CH3:11]>O1CCOCC1>[CH2:10]([O:12][C:13](=[O:14])[NH:15][C:16](=[S:17])[NH:9][C:3]1[C:2]([CH3:1])=[N:7][CH:6]=[C:5]([CH3:8])[N:4]=1)[CH3:11]. Starting materials: CC=1C(=NC(=CN1)C)N (3,6-dimethyl-pyrazin-2-ylamine), C(C)OC(=O)N=C=S (ethoxycarbonyl isothiocyanate). The solvent is CN(C)C=O (DMF). Starting materials: C([O-])([O-])=O.[K+].[K+] (Potassium carbonate), BrCCCCC (1-bromopentane), OC=1C=C(C(=O)O)C=CC1O (3,4-Dihydroxybenzoic acid). Reaction SMILES: [OH:1][C:2]1[CH:3]=[C:4]([CH:8]=[CH:9][C:10]=1[OH:11])[C:5]([OH:7])=[O:6].C(=O)([O-])[O-].[K+].[K+].Br[CH2:19][CH2:20][CH2:21][CH2:22][CH3:23]>CN(C=O)C>[CH2:19]([O:1][C:2]1[CH:3]=[C:4]([CH:8]=[CH:9][C:10]=1[O:11][CH2:9][CH2:10][CH2:2][CH2:3][CH3:4])[C:5]([O:7][CH2:19][CH2:20][CH2:21][CH2:22][CH3:23])=[O:6])[CH2:20][CH2:21][CH2:22][CH3:23] |f:1.2.3|. Conditions: temperature 110 celsius, time 24 hour. Yields the product C(CCCC)OC=1C=C(C(=O)OCCCCC)C=CC1OCCCCC (pentyl 3,4-dipentyloxybenzoate). Procedure: 3,4-Dihydroxybenzoic acid (462 mg, 3 mmol) was dissolved in DMF (10 ml). Potassium carbonate (3.73 g, 27 mmol, 9 eq) and 1-bromopentane (1.70 ml, 13.5 mmol, 4.5 eq) were successively added to this solution at room temperature, and the mixture was stirred at 110° C. for 24 hours. This reaction mixture was filtered, and the residual potassium carbonate was washed with ethyl acetate (50 ml). The filtrate was washed with water (15 ml×3) and saturated brine (15 ml). The organic layer was dried over a... Yield: 166.8%.